This data is from the Open Reaction Database (ORD), a public repository of structured organic reaction records. The task is: describe an organic reaction: reactants, conditions, products, and yield Starting materials: C[Al](C)C (trimethylaluminum), N[C@](CS(=O)(=O)C(C#N)(C)C)(C)C=1C(=NC=C(C1)Br)F ((R)-2-((2-amino-2-(5-bromo-2-fluoropyridin-3-yl)propyl)sulfonyl)-2-methylpropanenitrile), Cl (hydrochloric acid). Solvent: ClCCCl (1,2-dichloroethane). Conditions: time 17 hour. The product is NC1=N[C@](CS(C1(C)C)(=O)=O)(C)C=1C(=NC=C(C1)Br)F ((R)-5-amino-3-(5-bromo-2-fluoropyridin-3-yl)-3,6,6-trimethyl-3,6-dihydro-2H-1,4-thiazine 1,1-dioxide). Yield: 79.0%. RXN SMILES: [NH2:1][C@@:2]([C:13]1[C:14]([F:20])=[N:15][CH:16]=[C:17]([Br:19])[CH:18]=1)([CH3:12])[CH2:3][S:4]([C:7]([CH3:11])([CH3:10])[C:8]#[N:9])(=[O:6])=[O:5].C[Al](C)C.Cl>ClCCCl>[NH2:9][C:8]1[C:7]([CH3:10])([CH3:11])[S:4](=[O:6])(=[O:5])[CH2:3][C@:2]([C:13]2[C:14]([F:20])=[N:15][CH:16]=[C:17]([Br:19])[CH:18]=2)([CH3:12])[N:1]=1. Reported procedure: To a solution of N#R)-2-(5-bromo-2-fluoropyridin-3-yl)-1-((2-cyanopropan-2-yl)sulfonyl)propan-2-yl)-2-methylpropane-2-sulfinamide (1.63 g, 3.48 mmol) in methanol (25 mL) was added hydrogen chloride (4.0 M in 1,4-dioxane, 4.35 mL, 17.4 mmol) and stirred at room temperature for 40 min until the starting material was consumed. The mixture was concentrated, diluted with DCM, and neutralized with 10% aqueous Na2CO3 and 1 M NaOH. The organic phase was dried over Na2SO4, filtered, and concentrated to a...